The task is: describe an organic reaction: reactants, conditions, products, and yield. This data is from the Open Reaction Database (ORD), a public repository of structured organic reaction records. Reactants: C(C1=CC=CC=C1)[C@H](C(=O)O)CC[C@@H](C(=O)N[C@@H]1C(N2[C@@H](SCC1)CCC[C@H]2C(=O)OC)=O)CC2=CC=CC=C2 ((2R,5R)-2,5-Dibenzyl-6-((4S,7S,10aS)-7-(methoxycarbonyl)-5-oxooctahydro-2H-pyrido[2,1-b][1,3]thiazepin-4-ylamino)-6-oxohexanoic acid), N[C@@H]1C(N(CCCC1)CC(=O)OC)=O ((S)-Methyl 2-(3-amino-2-oxoazepan-1-yl)acetate). Product: C(C1=CC=CC=C1)[C@H](C(=O)N[C@@H]1C(N2[C@@H](SCC1)CCC[C@H]2C(=O)OC)=O)CC[C@@H](C(=O)N[C@@H]2C(N(CCCC2)CC(=O)OC)=O)CC2=CC=CC=C2 ((4S,7S,10aS)-Methyl 4-((2R,5R)-2,5-dibenzyl-6-((S)-1-(2-methoxy-2-oxoethyl)-2-oxoazepan-3-ylamino)-6-oxohexanamido)-5-oxooctahydro-2H-pyrido[2,1-b][1,3]thiazepine-7-carboxylate), solid. Yield: 29.0%. RXN SMILES: [CH2:1]([C@@H:8]([CH2:12][CH2:13][C@H:14]([CH2:34][C:35]1[CH:40]=[CH:39][CH:38]=[CH:37][CH:36]=1)[C:15]([NH:17][C@H:18]1[CH2:24][CH2:23][S:22][C@H:21]2[CH2:25][CH2:26][CH2:27][C@@H:28]([C:29]([O:31][CH3:32])=[O:30])[N:20]2[C:19]1=[O:33])=[O:16])[C:9](O)=[O:10])[C:2]1[CH:7]=[CH:6][CH:5]=[CH:4][CH:3]=1.[NH2:41][C@H:42]1[CH2:48][CH2:47][CH2:46][CH2:45][N:44]([CH2:49][C:50]([O:52][CH3:53])=[O:51])[C:43]1=[O:54]>>[CH2:34]([C@@H:14]([CH2:13][CH2:12][C@H:8]([CH2:1][C:2]1[CH:3]=[CH:4][CH:5]=[CH:6][CH:7]=1)[C:9]([NH:41][C@H:42]1[CH2:48][CH2:47][CH2:46][CH2:45][N:44]([CH2:49][C:50]([O:52][CH3:53])=[O:51])[C:43]1=[O:54])=[O:10])[C:15]([NH:17][C@H:18]1[CH2:24][CH2:23][S:22][C@H:21]2[CH2:25][CH2:26][CH2:27][C@@H:28]([C:29]([O:31][CH3:32])=[O:30])[N:20]2[C:19]1=[O:33])=[O:16])[C:35]1[CH:40]=[CH:39][CH:38]=[CH:37][CH:36]=1. Procedure: (4S,7S,10aS)-Methyl 4-((2R,5R)-2,5-dibenzyl-6-((S)-1-(2-methoxy-2-oxoethyl)-2-oxoazepan-3-ylamino)-6-oxohexanamido)-5-oxooctahydro-2H-pyrido[2,1-b][1,3]thiazepine-7-carboxylate was synthesized as described in General Procedure H using Intermediate 23 (7.0 mg, 0.012 mmol) and Intermediate 28 (5.0 mg, 0.025 mmol) to give a white solid (2.8 mg, 29% yield). Anal. Calcd. for C40H52N4O8S m/z 748.5. found: 749.5 (M+H)+; 1H NMR (500 MHz, CDCl3) δ ppm 7.28-7.08 (m, 10H), 5.53 (dd, J=6.3, 3.0 Hz, 1H), 5.0... Reactants: CC1=C(C(C(=C(C1=O)C)C)=O)CC=1C=CC(=C(C(=O)NC2=CC=C(C=C2)C(F)(F)F)C1)OC(C)=O (N-[5-(3,5,6-Trimethyl-1,4-benzoquinon-2-yl)methyl-2-acetoxybenzoyl]-4-trifluoromethylaniline), C(O)([O-])=O.[Na+] (sodium hydrogencarbonate). Run in CO (methanol), O (water). Yields the product CC1=C(C(C(=C(C1=O)C)C)=O)CC=1C=CC(=C(C(=O)NC2=CC=C(C=C2)C(F)(F)F)C1)O (N-[5-(3,5,6-Trimethyl-1,4-benzoquinon-2-yl)methyl-2-hydroxybenzoyl]-4-trifluoromethylaniline). Yield: 93.8%. Reaction SMILES: [CH3:1][C:2]1[C:7](=[O:8])[C:6]([CH3:9])=[C:5]([CH3:10])[C:4](=[O:11])[C:3]=1[CH2:12][C:13]1[CH:14]=[CH:15][C:16]([O:32]C(=O)C)=[C:17]([CH:31]=1)[C:18]([NH:20][C:21]1[CH:26]=[CH:25][C:24]([C:27]([F:30])([F:29])[F:28])=[CH:23][CH:22]=1)=[O:19].C(=O)([O-])O.[Na+]>CO.O>[CH3:1][C:2]1[C:7](=[O:8])[C:6]([CH3:9])=[C:5]([CH3:10])[C:4](=[O:11])[C:3]=1[CH2:12][C:13]1[CH:14]=[CH:15][C:16]([OH:32])=[C:17]([CH:31]=1)[C:18]([NH:20][C:21]1[CH:22]=[CH:23][C:24]([C:27]([F:30])([F:28])[F:29])=[CH:25][CH:26]=1)=[O:19] |f:1.2|. Procedure: N-[5-(3,5,6-Trimethyl-1,4-benzoquinon-2-yl)methyl-2-acetoxybenzoyl]-4-trifluoromethylaniline (0.070 g, 0.144 mmol) was dissolved in methanol (4 ml) and after adding thereto an aqueous saturated sodium hydrogencarbonate solution (3 ml), the solution was stirred at room temperature for 3 hours. After the completion of reaction, the reaction solution was diluted with water and then extracted with ethyl acetate. The extract was washed with water and then dried, and the solvent was removed by distill...